describe an organic reaction: reactants, conditions, products, and yield From a dataset of the Open Reaction Database (ORD), a public repository of structured organic reaction records. The reactants are IC=1C=C(CN2C(CCC2)=O)C=CC1 (1-(3-iodobenzyl)pyrrolidin-2-one), CNC1C(CCCC1)NC (N1,N2-dimethylcyclohexane-1,2-diamine), C(C)(C)(C)C1=NNC(=C1)N (3-(tert-butyl)-1H-pyrazol-5-amine), C([O-])([O-])=O.[K+].[K+] (potassium carbonate). The reagents and catalysts are [Cu]I (copper(I) iodide). Run in C1(=CC=CC=C1)C (toluene). Reaction conditions: temperature 110 celsius. Yields the product NC1=CC(=NN1C=1C=C(CN2C(CCC2)=O)C=CC1)C(C)(C)C (1-(3-(5-amino-3-(tert-butyl)-1H-pyrazol-1-yl)benzyl)pyrrolidin-2-one). Reaction SMILES: I[C:2]1[CH:3]=[C:4]([CH:12]=[CH:13][CH:14]=1)[CH2:5][N:6]1[CH2:10][CH2:9][CH2:8][C:7]1=[O:11].CNC1CCCCC1NC.[C:25]([C:29]1[CH:33]=[C:32]([NH2:34])[NH:31][N:30]=1)([CH3:28])([CH3:27])[CH3:26].C(=O)([O-])[O-].[K+].[K+]>C1(C)C=CC=CC=1.[Cu]I>[NH2:34][C:32]1[N:31]([C:2]2[CH:3]=[C:4]([CH:12]=[CH:13][CH:14]=2)[CH2:5][N:6]2[CH2:10][CH2:9][CH2:8][C:7]2=[O:11])[N:30]=[C:29]([C:25]([CH3:28])([CH3:27])[CH3:26])[CH:33]=1 |f:3.4.5|. Procedure details: To a solution of 1-(3-iodobenzyl)pyrrolidin-2-one (5.49 g, 16.8 mmol) in toluene (20 mL) was added N1,N2-dimethylcyclohexane-1,2-diamine (530 μL, 3.40 mmol), 3-(tert-butyl)-1H-pyrazol-5-amine (2.57 g, 18.5 mmol), potassium carbonate (4.64 g, 33.5 mmol) and copper(I) iodide (160 mg, 0.839 mmol), and the reaction mixture was heated to 110° C. for 3 days. The mixture was cooled to RT and was partitioned between water (50 mL) and EtOAc (100 mL). The organic phase was separated and was washed with wa...